Dataset: the Open Reaction Database (ORD), a public repository of structured organic reaction records. Task: describe an organic reaction: reactants, conditions, products, and yield The product is ClC1=C(C=CC=C1)S(=O)(=O)N1CCC2(CCN(C2=O)CCCC2=CC=CC=C2)CC1 (8-(2-Chloro-benzenesulfonyl)-2-(3-phenyl-propyl)-2,8-diaza-spiro[4.5]decan-1-one). Starting materials: C(C)OC(=O)C1(CCN(CC1)S(=O)(=O)C1=C(C=CC=C1)Cl)CCOC (1-(2-chloro-benzenesulfonyl)-4-(2-methoxy-ethyl)-piperidine-4-carboxylic acid ethyl ester), [Cl-].C[Al+]C (dimethylaluminium chloride), C1(=CC=CC=C1)CCCN (3-Phenyl-propylamine). Solvent: C1(=CC=CC=C1)C (toluene). Reaction SMILES: C(O[C:4]([C:6]1([CH2:22][CH2:23]OC)[CH2:11][CH2:10][N:9]([S:12]([C:15]2[CH:20]=[CH:19][CH:18]=[CH:17][C:16]=2[Cl:21])(=[O:14])=[O:13])[CH2:8][CH2:7]1)=[O:5])C.[Cl-].C[Al+]C.[C:30]1([CH2:36][CH2:37][CH2:38][NH2:39])[CH:35]=[CH:34][CH:33]=[CH:32][CH:31]=1>C1(C)C=CC=CC=1>[Cl:21][C:16]1[CH:17]=[CH:18][CH:19]=[CH:20][C:15]=1[S:12]([N:9]1[CH2:10][CH2:11][C:6]2([C:4](=[O:5])[N:39]([CH2:38][CH2:37][CH2:36][C:30]3[CH:35]=[CH:34][CH:33]=[CH:32][CH:31]=3)[CH2:23][CH2:22]2)[CH2:7][CH2:8]1)(=[O:13])=[O:14] |f:1.2|. Procedure: This material was prepared in analogy to example 1 step D) from 1-(2-chloro-benzenesulfonyl)-4-(2-methoxy-ethyl)-piperidine-4-carboxylic acid ethyl ester, dimethylaluminium chloride in toluene and 3-Phenyl-propylamine. MS (ESI): 447.4 (MH+). RXN SMILES: [Br:1][C:2]1[CH:7]=[CH:6][CH:5]=[C:4]([CH2:8]Br)[CH:3]=1.[F:10][C:11]([F:23])([F:22])[C:12]1[CH:21]=[C:20]2[C:15]([CH2:16][CH2:17][CH2:18][NH:19]2)=[CH:14][CH:13]=1.C([O-])(=O)C.[Na+]>C(O)C.O>[Br:1][C:2]1[CH:3]=[C:4]([CH:5]=[CH:6][CH:7]=1)[CH2:8][N:19]1[C:20]2[C:15](=[CH:14][CH:13]=[C:12]([C:11]([F:10])([F:22])[F:23])[CH:21]=2)[CH2:16][CH2:17][CH2:18]1 |f:2.3|. Reactants: BrC1=CC(=CC=C1)CBr (bromo-3-bromomethyl-benzene), FC(C1=CC=C2CCCNC2=C1)(F)F (7-trifluoromethyl-1,2,3,4-tetrahydro-quinoline), C(C)(=O)[O-].[Na+] (sodium acetate). The solvent is O (water), C(C)O (ethanol). Reaction conditions: temperature 80 celsius, time 2 hour. Yield: 81.9%. Procedure details: Under a nitrogen atmosphere, a solution of bromo-3-bromomethyl-benzene (3.47 g, 13.p mmol) and 7-trifluoromethyl-1,2,3,4-tetrahydro-quinoline (2.93 g, 14.6 mmol) in ethanol (15 mL, 1 M) was treated with sodium acetate (5.69 g, 69.3 mmol) and heated to 80° C. After stirring 2 h, the solution was cooled to room temperature, diluted with water, extracted with ethyl acetate and washed with saturated aq sodium chloride. The organic layer was dried over MgSO4, filtered and concentrated. Purification b... Yields the product BrC=1C=C(CN2CCCC3=CC=C(C=C23)C(F)(F)F)C=CC1 (1-(3-bromo-benzyl)-7-trifluoromethyl-1,2,3,4-tetrahydro-quinoline). Starting materials: COC1=C(C=C(C(=O)O)C=C1)[N+](=O)[O-] (4-Methoxy-3-nitrobenzoic acid), S(=O)(Cl)Cl (thionyl chloride), NC=1C=C(C(=O)OC)C=CC1 (methyl 3-aminobenzoate), N1=CC=CC=C1 (pyridine). The solvent is O1CCCC1 (tetrahydrofuran). Yields the product COC(C1=CC(=CC=C1)NC(C1=CC(=C(C=C1)OC)[N+](=O)[O-])=O)=O (3-(3-Nitro-4-methoxy-benzoylamino)-benzoic acid methyl ester). Yield: 96.9%. Reaction SMILES: [CH3:1][O:2][C:3]1[CH:11]=[CH:10][C:6]([C:7]([OH:9])=O)=[CH:5][C:4]=1[N+:12]([O-:14])=[O:13].S(Cl)(Cl)=O.[NH2:19][C:20]1[CH:21]=[C:22]([CH:27]=[CH:28][CH:29]=1)[C:23]([O:25][CH3:26])=[O:24].N1C=CC=CC=1>O1CCCC1>[CH3:26][O:25][C:23](=[O:24])[C:22]1[CH:27]=[CH:28][CH:29]=[C:20]([NH:19][C:7](=[O:9])[C:6]2[CH:10]=[CH:11][C:3]([O:2][CH3:1])=[C:4]([N+:12]([O-:14])=[O:13])[CH:5]=2)[CH:21]=1. Procedure: 4-Methoxy-3-nitrobenzoic acid (5.0 g, 25 mmol) was added to thionyl chloride (20 mL) under an inert atmosphere and stirred and heated to reflux. After 2 hours the mixture was stripped to dryness by rotary evaporator, and 2 portions of benzene were successively mixed with then stripped from the residue to leave a solid. This residue was dissolved in tetrahydrofuran (20 mL) and added dropwise to a stirred solution of methyl 3-aminobenzoate (3.83 g, 25 mmol) and pyridine (2 mL) cooled in an icebath... The reactants are COC([C@]1(OC2=C([C@H]3[C@@H]1O3)C=C(C=C2)[N+](=O)[O-])C)OC ((2S,3S,4S)-3,4-dihydro-2-dimethoxymethyl-3,4-epoxy-2-methyl-6-nitro-2H-1-benzopyran), CC1=C(C=CC(=C1)C)NCC=1NC=CN1 (2,4-dimethylphenyl-1H-imidazol-2-ylmethylamine). The product is COC([C@]1(OC2=C([C@H]([C@@H]1O)N(CC=1NC=CN1)C1=C(C=C(C=C1)C)C)C=C(C=C2)[N+](=O)[O-])C)OC ((2S,3S,4R)-3,4-dihydro-2-dimethoxymethyl-3-hydroxy-2-methyl-6-nitro-4-[N-(2,4-dimethylphenyl)-N-(1H-imidazol-2-ylmethyl)amino]-2H-1-benzopyran). Yield: 33.7%. As a reaction SMILES: [CH3:1][O:2][CH:3]([O:19][CH3:20])[C@:4]1([CH3:18])[C@H:9]2[O:10][C@H:8]2[C:7]2[CH:11]=[C:12]([N+:15]([O-:17])=[O:16])[CH:13]=[CH:14][C:6]=2[O:5]1.[CH3:21][C:22]1[CH:27]=[C:26]([CH3:28])[CH:25]=[CH:24][C:23]=1[NH:29][CH2:30][C:31]1[NH:32][CH:33]=[CH:34][N:35]=1>>[CH3:1][O:2][CH:3]([O:19][CH3:20])[C@:4]1([CH3:18])[C@@H:9]([OH:10])[C@H:8]([N:29]([C:23]2[CH:24]=[CH:25][C:26]([CH3:28])=[CH:27][C:22]=2[CH3:21])[CH2:30][C:31]2[NH:35][CH:34]=[CH:33][N:32]=2)[C:7]2[CH:11]=[C:12]([N+:15]([O-:17])=[O:16])[CH:13]=[CH:14][C:6]=2[O:5]1. Reported procedure: The title compound (231 mg, 33%) was prepared using (2S,3S,4S)-3,4-dihydro-2-dimethoxymethyl-3,4-epoxy-2-methyl-6-nitro-2H-1-benzopyran (400 mg, 1.42 mmol) and 2,4-dimethylphenyl-1H-imidazol-2-ylmethylamine (287 mg, 1.42 mmol), according to the same procedure used for the preparation of example 1 above. Reactants: COC(=O)C=1C=2C(=CNC2C=CC1)C=O (3-formyl-4-indolecarboxylic acid methyl ester), C(C)(=O)[O-].[Na+] (sodium acetate), aqueous solution, Cl.NO (hydroxylamine hydrochloride). Run in CO (methanol). Run at time 1 hour. Yields the product COC(C=1C=2C(=CNC2C=CC1)C=O)=NO (3-Formylindole-4-carboxylic acid methyl ester oxime). As a reaction SMILES: [CH3:1][O:2][C:3]([C:5]1[C:6]2[C:7]([CH:14]=[O:15])=[CH:8][NH:9][C:10]=2[CH:11]=[CH:12][CH:13]=1)=O.Cl.[NH2:17][OH:18].C([O-])(=O)C.[Na+]>CO>[CH3:1][O:2][C:3](=[N:17][OH:18])[C:5]1[C:6]2[C:7]([CH:14]=[O:15])=[CH:8][NH:9][C:10]=2[CH:11]=[CH:12][CH:13]=1 |f:1.2,3.4|. Procedure: A mixture of 3-formyl-4-indolecarboxylic acid methyl ester (2.03 g), described in Example 1, 10 ml of a 5M aqueous solution of hydroxylamine hydrochloride, 10 ml of 5M aqueous sodium acetate and 20 ml of methanol is stirred at 45° - 55°C for 1 hour. The precipitate is collected and washed with cold water. Recrystallization from methanol-water gives the title compound, mp 178° - 179°C. Reactants: CC=1C=CC2=C(C(OC(N2)=O)=O)C1 (6-methyl-1H-3,1-benzoxazine-2,4-dione), C([O-])([O-])=O.[K+].[K+] (potassium carbonate), CN(C=O)C (dimethylformamide), CI (methyl iodide), CI (methyl iodide), C([O-])([O-])=O.[K+].[K+] (potassium carbonate), CI (methyl iodide). Solvent: O (water). Reaction conditions: time 24 hour. The product is CN1C(OC(C2=C1C=CC(=C2)C)=O)=O (1,6-dimethyl-1H-3,1-benzoxazine-2,4-dione). Reaction SMILES: [CH3:1][C:2]1[CH:3]=[CH:4][C:5]2[NH:10][C:9](=[O:11])[O:8][C:7](=[O:12])[C:6]=2[CH:13]=1.[C:14](=O)([O-])[O-].[K+].[K+].CN(C)C=O.CI>O>[CH3:14][N:10]1[C:5]2[CH:4]=[CH:3][C:2]([CH3:1])=[CH:13][C:6]=2[C:7](=[O:12])[O:8][C:9]1=[O:11] |f:1.2.3|. Procedure details: A mixture of 6-methyl-1H-3,1-benzoxazine-2,4-dione (2 g), anhydrous potassium carbonate (0.64 g), dimethylformamide (10 ml) and methyl iodide (0.9 ml) was stirred at room temperature for 24 hours. More methyl iodide (0.9 ml) was added and stirring continued for a further 18 hours. More potassium carbonate (1 g) and methyl iodide (0.8 ml) were added and stirring continued for a further 23 hours. The mixture was poured on to a mixture of ice and water. The resulting precipitate was washed with wat... Starting materials: ClCCl, COc1cc(C)c(S(=O)(=O)N2CCCCC2COCC(=O)O)c(C)c1, CCN(C(C)C)C(C)C, Cl, FC(F)(F)c1cccc(C2(OCCN3CCCC3)CCNCC2)c1, On1nnc2ccccc21. Yields the product COc1cc(C)c(S(=O)(=O)N2CCCCC2COCC(=O)N2CCC(OCCN3CCCC3)(c3cccc(C(F)(F)F)c3)CC2)c(C)c1. RXN SMILES: [CH2:70]([Cl:71])[Cl:72].[CH3:21][O:22][c:23]1[cH:24][c:25]([CH3:45])[c:26]([S:30](=[O:31])(=[O:32])[N:33]2[CH:34]([CH2:39][O:40][CH2:41][C:42](=[O:43])[OH:44])[CH2:35][CH2:36][CH2:37][CH2:38]2)[c:27]([CH3:29])[cH:28]1.[CH:1]([N:2]([CH:3]([CH3:4])[CH3:5])[CH2:6][CH3:7])([CH3:8])[CH3:9].[ClH:10].[N:46]1([CH2:51][CH2:52][O:53][C:54]2([c:60]3[cH:61][c:62]([C:66]([F:67])([F:68])[F:69])[cH:63][cH:64][cH:65]3)[CH2:55][CH2:56][NH:57][CH2:58][CH2:59]2)[CH2:47][CH2:48][CH2:49][CH2:50]1.[OH:11][n:12]1[c:13]2[c:14]([cH:15][cH:16][cH:17][cH:18]2)[n:19][n:20]1>>[CH3:21][O:22][c:23]1[cH:24][c:25]([CH3:45])[c:26]([S:30](=[O:31])(=[O:32])[N:33]2[CH:34]([CH2:39][O:40][CH2:41][C:42](=[O:44])[N:57]3[CH2:56][CH2:55][C:54]([O:53][CH2:52][CH2:51][N:46]4[CH2:47][CH2:48][CH2:49][CH2:50]4)([c:60]4[cH:61][c:62]([C:66]([F:67])([F:68])[F:69])[cH:63][cH:64][cH:65]4)[CH2:59][CH2:58]3)[CH2:35][CH2:36][CH2:37][CH2:38]2)[c:27]([CH3:29])[cH:28]1. Reactants: Cl.Cl.ClC1=NC=CC(=N1)NCCN1CCC(CC1)NC1=NC2=C(N1CC1=CC=C(C=C1)F)C=CC=C2 (N-[1-[2-[(2-chloro-4-pyrimidinyl)-amino]ethyl]-4-piperidinyl]-1-[(4-fluorophenyl)methyl]-1H-benzimidazol-2-amine dihydrochloride), [O-2].[Ca+2] (calcium oxide), [H][H] (hydrogen). Reagents/catalysts: [Pd] (palladium-on-charcoal). Solvent: CO (methanol). The product is O.FC1=CC=C(C=C1)CN1C(=NC2=C1C=CC=C2)NC2CCN(CC2)CCNC2=NC=NC=C2.FC2=CC=C(C=C2)CN2C(=NC1=C2C=CC=C1)NC1CCN(CC1)CCNC1=NC=NC=C1 (1-[(4-fluorophenyl)methyl]-N-[1-[2-(4-pyrimidinylamino)ethyl]-4-piperidinyl]-1H-benzimidazol-2-amine hemihydrate). Reaction SMILES: Cl.Cl.Cl[C:4]1[N:9]=[C:8]([NH:10][CH2:11][CH2:12][N:13]2[CH2:18][CH2:17][CH:16]([NH:19][C:20]3[N:24]([CH2:25][C:26]4[CH:31]=[CH:30][C:29]([F:32])=[CH:28][CH:27]=4)[C:23]4[CH:33]=[CH:34][CH:35]=[CH:36][C:22]=4[N:21]=3)[CH2:15][CH2:14]2)[CH:7]=[CH:6][N:5]=1.[O-2:37].[Ca+2].[H][H]>[Pd].CO>[OH2:37].[F:32][C:29]1[CH:28]=[CH:27][C:26]([CH2:25][N:24]2[C:23]3[CH:33]=[CH:34][CH:35]=[CH:36][C:22]=3[N:21]=[C:20]2[NH:19][CH:16]2[CH2:17][CH2:18][N:13]([CH2:12][CH2:11][NH:10][C:8]3[CH:7]=[CH:6][N:5]=[CH:4][N:9]=3)[CH2:14][CH2:15]2)=[CH:31][CH:30]=1.[F:32][C:29]1[CH:28]=[CH:27][C:26]([CH2:25][N:24]2[C:23]3[CH:33]=[CH:34][CH:35]=[CH:36][C:22]=3[N:21]=[C:20]2[NH:19][CH:16]2[CH2:17][CH2:18][N:13]([CH2:12][CH2:11][NH:10][C:8]3[CH:7]=[CH:6][N:5]=[CH:4][N:9]=3)[CH2:14][CH2:15]2)=[CH:31][CH:30]=1 |f:0.1.2,3.4,8.9.10|. Reported procedure: A mixture of 3.2 parts of N-[1-[2-[(2-chloro-4-pyrimidinyl)-amino]ethyl]-4-piperidinyl]-1-[(4-fluorophenyl)methyl]-1H-benzimidazol-2-amine dihydrochloride, 3 parts of calcium oxide and 120 parts of methanol was hydrogenated at normal pressure and at room temperature with 2 parts of palladium-on-charcoal catalyst 20%. After the calculated amount of hydrogen was taken up, the catalyst was filtered off and the filtrate was evaporated. The residue was crystallized from a mixture of acetonitrile and ... Starting materials: C1(CCCCCCC1)O (cyclooctanol), SC(C(=O)O)C (2-mercaptopropionic acid), C1(=CC=C(C=C1)S(=O)(=O)O)C (paratoluene sulfonic acid). Yields the product C1(CCCCCCC1)OC(C(C)S)=O (CYCLOOCTYL-2-MERCAPTOPROPIONATE). RXN SMILES: [CH:1]1([OH:9])[CH2:8][CH2:7][CH2:6][CH2:5][CH2:4][CH2:3][CH2:2]1.[SH:10][CH:11]([CH3:15])[C:12](O)=[O:13].C1(C)C=CC(S(O)(=O)=O)=CC=1>>[CH:1]1([O:9][C:12](=[O:13])[CH:11]([SH:10])[CH3:15])[CH2:8][CH2:7][CH2:6][CH2:5][CH2:4][CH2:3][CH2:2]1. Procedure: Into a 100 ml reaction flask equipped with reflux condenser, thermometer, hot plate, spin bar and heating mantle are placed 12.8 grams of cyclooctanol; 22 grams of 2-mercaptopropionic acid and 0.5 grams of paratoluene sulfonic acid. The reaction mass is heated to reflux and maintained at reflux for a period of 10 hours. At the end of the reaction mass, the reaction product is washed with one 25 ml volume of water and dried over anhydrous sodium sulfate. The reaction mass is then distilled on a m... Starting materials: S(=O)([O-])[O-].[Na+].[Na+] (Sodium sulfite), P(=O)([O-])([O-])[O-].[Na+].[Na+].[Na+] (sodium phosphate), FC(C1=CC=C(C=C1)S(=O)(=O)Cl)(F)F (4-(trifluoromethyl)benzenesulfonyl chloride), FC(C1=C(CBr)C=C(C=C1)F)(F)F (2-trifluoromethyl-5-fluoro-benzyl bromide). Run in O (water), O1CCOCC1 (dioxane), C(C)O (ethanol), O (water). Reaction conditions: temperature 0 celsius, time 75 minute. Yields the product FC1=CC(=C(C=C1)C(F)(F)F)CS(=O)(=O)C1=CC=C(C=C1)C(F)(F)F (4-fluoro-1-(trifluoromethyl)-2-({[4-(trifluoromethyl)phenyl]sulfonyl}methyl)benzene). RXN SMILES: S([O-])([O-])=O.[Na+].[Na+].P([O-])([O-])([O-])=O.[Na+].[Na+].[Na+].[F:15][C:16]([F:28])([F:27])[C:17]1[CH:22]=[CH:21][C:20]([S:23](Cl)(=[O:25])=[O:24])=[CH:19][CH:18]=1.[F:29][C:30]([F:41])([F:40])[C:31]1[CH:38]=[CH:37][C:36]([F:39])=[CH:35][C:32]=1[CH2:33]Br>C(O)C.O.O1CCOCC1>[F:39][C:36]1[CH:37]=[CH:38][C:31]([C:30]([F:29])([F:40])[F:41])=[C:32]([CH2:33][S:23]([C:20]2[CH:21]=[CH:22][C:17]([C:16]([F:28])([F:27])[F:15])=[CH:18][CH:19]=2)(=[O:25])=[O:24])[CH:35]=1 |f:0.1.2,3.4.5.6|. Procedure details: Sodium sulfite (102 g, 809 mmol) was added to sodium phosphate, dibasic (58 g, 409 mmol) and water (550 ml). 4-(trifluoromethyl)benzenesulfonyl chloride (100 g, 409 mmol) and dioxane (65 ml) were then added to the reaction mixture. The reaction was heated to reflux. After 75 min, the reaction was cooled slightly and a solution of 2-trifluoromethyl-5-fluoro-benzyl bromide (75 g, 292 mmol) in ethanol (95 ml) were added and the mixture was refluxed for 1 hr. The reaction was diluted with water (400...